From a dataset of the Open Reaction Database (ORD), a public repository of structured organic reaction records. describe an organic reaction: reactants, conditions, products, and yield Procedure details: Ethyl 5-methoxy-1a,2,3,7b-tetrahydro-1H-cyclopropa[a]naphthalene-1-carboxylate (0.2 g, 0.8 mmol) was dissolved in 2 ml of methanol and the solution of sodium hydroxide (0.2 g, 50 mmol) in 2 ml of water was added to the reaction mixture and stirred at ambient temperature overnight. The extraction of basic reaction mixture into hexane showed that no starting material present. The reaction mixture was acidified with excess of 3M HCl solution (pH=1), and extracted into ethylacetate (3×15 ml). The co... The product is COC=1C=C2CCC3C(C2=CC1)C3C(=O)O (5-Methoxy-1a,2,3,7b-tetrahydro-1H-cyclopropa[a]naphthalene-1-carboxylic acid). The solvent is CO (methanol), O (water). Starting materials: COC=1C=C2CCC3C(C2=CC1)C3C(=O)OCC (Ethyl 5-methoxy-1a,2,3,7b-tetrahydro-1H-cyclopropa[a]naphthalene-1-carboxylate), [OH-].[Na+] (sodium hydroxide). Reaction SMILES: [CH3:1][O:2][C:3]1[CH:4]=[C:5]2[C:10](=[CH:11][CH:12]=1)[CH:9]1[CH:13]([C:14]([O:16]CC)=[O:15])[CH:8]1[CH2:7][CH2:6]2.[OH-].[Na+]>CO.O>[CH3:1][O:2][C:3]1[CH:4]=[C:5]2[C:10](=[CH:11][CH:12]=1)[CH:9]1[CH:13]([C:14]([OH:16])=[O:15])[CH:8]1[CH2:7][CH2:6]2 |f:1.2|. Yield: 85.9%. Reaction conditions: time 8 hour.